This data is from the Open Reaction Database (ORD), a public repository of structured organic reaction records. The task is: describe an organic reaction: reactants, conditions, products, and yield The reactants are C(C)(C)(C)OC(=O)N[C@@H]1C(OC(CC1)(C)C)=O (3(S)-(t-Butoxycarbonyl)amino-6,6-dimethyltetrahydropyran-2-one), Cl (HCl). Run in CCOC(=O)C (EtOAc). Conditions: time 20 minute. The product is Cl.N[C@@H]1C(OC(CC1)(C)C)=O (3(S)-Amino-6,6-dimethyl-tetrahydropyran-2-one hydrochloride). The yield is 100.0%. Reaction SMILES: C(OC([NH:8][C@H:9]1[CH2:14][CH2:13][C:12]([CH3:16])([CH3:15])[O:11][C:10]1=[O:17])=O)(C)(C)C.[ClH:18]>CCOC(C)=O>[ClH:18].[NH2:8][C@H:9]1[CH2:14][CH2:13][C:12]([CH3:16])([CH3:15])[O:11][C:10]1=[O:17] |f:3.4|. Procedure: 3(S)-(t-Butoxycarbonyl)amino-6,6-dimethyltetrahydropyran-2-one (0.36 g, 1.48 mmol) was dissolved in EtOAc (30 mL) and treated with HCl gas at -50° C. for 20 min and stirred at -30° to -50° C. for 20 min. Argon was bubbled into the soln for 10 min, then the soln was concentrated to give 0.265 g (100%) of the title compound as a white solid. 1H NMR (CD3OD) δ 4.05-4.15 (m, 1H), 2.2-2.32 (m, 1H), 2.0-2.15 (m, 3H), 1.48 (s, 3H), 1.43 (s, 3H). The reactants are BrBr (Bromine), ClC=1C=CC2=C(C(=CCC(N2)=O)C2=C(C=CC=C2)F)C1 (7-chloro-5-(2-fluorophenyl)-1,3-dihydro-2H-1-benzazepin-2-one), IR(KBr). Run in C(Cl)(Cl)(Cl)Cl (carbon tetrachloride). Product: BrC1C(NC2=C(C(=C1)C1=C(C=CC=C1)F)C=C(C=C2)Cl)=O (rac-3-Bromo-7-chloro-5-(2-fluorophenyl)-1,3-dihydro-2H-1-benzazepin-2-one). RXN SMILES: [Cl:1][C:2]1[CH:3]=[CH:4][C:5]2[NH:11][C:10](=[O:12])[CH2:9][CH:8]=[C:7]([C:13]3[CH:18]=[CH:17][CH:16]=[CH:15][C:14]=3[F:19])[C:6]=2[CH:20]=1.[Br:21]Br>C(Cl)(Cl)(Cl)Cl>[Br:21][CH:9]1[CH:8]=[C:7]([C:13]2[CH:18]=[CH:17][CH:16]=[CH:15][C:14]=2[F:19])[C:6]2[CH:20]=[C:2]([Cl:1])[CH:3]=[CH:4][C:5]=2[NH:11][C:10]1=[O:12]. Reported procedure: A suspension of 7-chloro-5-(2-fluorophenyl)-1,3-dihydro-2H-1-benzazepin-2-one (0.378 g, 1.31 mmole) in 45 mL of dry carbon tetrachloride was heated to reflux, which generated a clear solution. Bromine (0.15 mL, 2.91 mmole) was added in two portions, 20 minutes apart, and the solution was heated at reflux for a total of 1 hour under a sunlamp. After cooling the reaction solution was washed sequentially with 5% aqueous sodium thiosulfate, dilute aqueous sodium bicarbonate, and 5% aqueous sodium th... Starting materials: COC([C@@H](NC(COCC(=O)N1CCNCC1)=O)CC1=CC(I)=C(C(I)=C1)OC1=CC(I)=C(C(I)=C1)O)=O (N-(Piperazinocarbonylmethoxyacetyl)thyroxine methyl ester), C1(COCC(=O)O1)=O (diglycolic anhydride), O (water). The solvent is C(Cl)(Cl)Cl (Chloroform), C(Cl)(Cl)Cl (chloroform). Reaction conditions: time 16 hour. Yields the product COC([C@@H](NC(COCC(=O)N1CCN(CC1)C(COCC(=O)O)=O)=O)CC1=CC(I)=C(C(I)=C1)OC1=CC(I)=C(C(I)=C1)O)=O (N-[4-(Carboxymethoxyacetyl)piperazinocarbonylmethoxyacetyl]thyroxine Monomethyl Ester). Reaction SMILES: [CH3:1][O:2][C:3](=[O:38])[C@H:4]([CH2:19][C:20]1[CH:27]=[C:25]([I:26])[C:24]([O:28][C:29]2[CH:36]=[C:34]([I:35])[C:33]([OH:37])=[C:31]([I:32])[CH:30]=2)=[C:22]([I:23])[CH:21]=1)[NH:5][C:6](=[O:18])[CH2:7][O:8][CH2:9][C:10]([N:12]1[CH2:17][CH2:16][NH:15][CH2:14][CH2:13]1)=[O:11].[C:39]1(=[O:46])[O:45][C:43](=[O:44])[CH2:42][O:41][CH2:40]1.O>C(Cl)(Cl)Cl>[CH3:1][O:2][C:3](=[O:38])[C@H:4]([CH2:19][C:20]1[CH:21]=[C:22]([I:23])[C:24]([O:28][C:29]2[CH:30]=[C:31]([I:32])[C:33]([OH:37])=[C:34]([I:35])[CH:36]=2)=[C:25]([I:26])[CH:27]=1)[NH:5][C:6](=[O:18])[CH2:7][O:8][CH2:9][C:10]([N:12]1[CH2:13][CH2:14][N:15]([C:43](=[O:44])[CH2:42][O:41][CH2:40][C:39]([OH:46])=[O:45])[CH2:16][CH2:17]1)=[O:11]. Procedure details: N-(Piperazinocarbonylmethoxyacetyl)thyroxine methyl ester from step 1 (3.1 g, 0.0034 mole) and diglycolic anhydride (0.6 g, 0.0046 mole) in chloroform (200 mL) were heated to 50°-60° C. (hot water) and allowed to stir at ambient temperature for 16 hours. Chloroform (200 mL) was added. The mixture was washed with 5% HCl solution (2×100 mL), water (100 mL), saturated NaCl solution (100 mL), dried over anhydrous magnesium sulfate, filtered, and the solvent removed on a rotary evaporator in vacuo. T...